describe an organic reaction: reactants, conditions, products, and yield From a dataset of the Open Reaction Database (ORD), a public repository of structured organic reaction records. Reactants: C(C)(=O)[O-].[Na+] (Sodium acetate), C(C)(=O)[O-].[NH4+] (ammonium acetate), FC1=CC=C(C=C1)C(C(=O)C1=CC=CC=C1)C1=CC=NC=C1 (4-fluorophenyl-2-(4-pyridyl)acetophenone), BrBr (bromine), [NH4+].[OH-] (NH4OH). Solvent: O (H2O), C(Cl)Cl (CH2Cl2). Reaction conditions: time 30 minute. The product is FC1=CC=C(C=C1)C=1N=C(OC1C1=CC=NC=C1)C (4-(4-Fluorophenyl)-2-methyl-5-(4-pyridyl)oxazole), solid. As a reaction SMILES: [F:1][C:2]1[CH:7]=[CH:6][C:5]([CH:8](C2C=CN=CC=2)[C:9]([C:11]2[CH:16]=[CH:15]C=[CH:13][CH:12]=2)=O)=[CH:4][CH:3]=1.BrBr.[C:25]([O-])(=O)[CH3:26].[Na+].C([O-])(=O)C.[NH4+:34].[NH4+:35].[OH-:36]>C(Cl)Cl.O>[F:1][C:2]1[CH:7]=[CH:6][C:5]([C:8]2[N:34]=[C:25]([CH3:26])[O:36][C:9]=2[C:11]2[CH:16]=[CH:15][N:35]=[CH:13][CH:12]=2)=[CH:4][CH:3]=1 |f:2.3,4.5,6.7|. Reported procedure: To a solution of 4-fluorophenyl-2-(4-pyridyl)acetophenone [See PCT/US93/00674, Adams et al., published as WO93/14081](0.167 g, 0.76 mmol) in CH2Cl2 (5 mL) was added bromine (7.8 mL, 0.78 mmol; 0.1M soln in CH2Cl2). After stirring at room temperature for 30 min, the solvent was removed in vacuo and the solid was taken up in glacial acetic acid (10 mL). Sodium acetate (0.192 g, 2.34 mmol) and ammonium acetate (0.301 g, 3.9 mmol) were added and the reaction mixture was heated at reflux for 19 h. Af... Starting materials: [Al+3], [Cl-], [Cl-], [Cl-], [Cl-], O=C(Cl)CCl, ClCCl, CCCS(=O)(=O)Nc1ccc(F)c(C(=O)Nc2cnc3[nH]ccc3c2)c1F, [NH4+]. Yields the product CCCS(=O)(=O)Nc1ccc(F)c(C(=O)Nc2cnc3[nH]cc(C(=O)CCl)c3c2)c1F. RXN SMILES: [Al+3:4].[Cl-:1].[Cl-:2].[Cl-:3].[Cl-:40].[Cl:32][CH2:33][C:34](=[O:35])[Cl:36].[Cl:37][CH2:38][Cl:39].[F:5][c:6]1[c:7]([C:8](=[O:9])[NH:10][c:11]2[cH:12][c:13]3[c:14]([n:15][cH:16]2)[nH:17][cH:18][cH:19]3)[c:20]([F:31])[cH:21][cH:22][c:23]1[NH:24][S:25](=[O:26])(=[O:27])[CH2:28][CH2:29][CH3:30].[NH4+:41]>>[F:5][c:6]1[c:7]([C:8](=[O:9])[NH:10][c:11]2[cH:12][c:13]3[c:14]([n:15][cH:16]2)[nH:17][cH:18][c:19]3[C:34]([CH2:33][Cl:32])=[O:35])[c:20]([F:31])[cH:21][cH:22][c:23]1[NH:24][S:25](=[O:26])(=[O:27])[CH2:28][CH2:29][CH3:30]. Reaction SMILES: [Br:1][CH2:2][CH:3]([OH:4])[c:5]1[cH:6][c:7]([Br:11])[cH:8][cH:9][cH:10]1.[C:36](=[O:37])([OH:38])[O-:39].[CH3:17][N:18]([c:19]1[cH:20][cH:21][cH:22][cH:23][n:24]1)[CH3:25].[Cl:26][Si:27]([CH3:28])([CH3:29])[CH3:30].[Na+:40].[O:31]=[CH:32][N:33]([CH3:34])[CH3:35].[nH:12]1[cH:13][cH:14][n:15][cH:16]1>>[Br:1][CH2:2][CH:3]([O:4][Si:27]([CH3:28])([CH3:29])[CH3:30])[c:5]1[cH:6][c:7]([Br:11])[cH:8][cH:9][cH:10]1. Reactants: OC(CBr)c1cccc(Br)c1, O=C([O-])O, CN(C)c1ccccn1, C[Si](C)(C)Cl, [Na+], CN(C)C=O, c1c[nH]cn1. The product is C[Si](C)(C)OC(CBr)c1cccc(Br)c1.